Dataset: the Open Reaction Database (ORD), a public repository of structured organic reaction records. Task: describe an organic reaction: reactants, conditions, products, and yield As a reaction SMILES: [Cl:3][c:4]1[cH:5][c:6]2[c:7]([n:8][cH:9][n:10][c:11]2[NH:12][CH:13]2[CH2:14][CH2:15][NH:16][CH2:17][CH2:18]2)[s:19]1.[ClH:1].[ClH:2].[F:20][c:21]1[c:22]([CH:23]=[O:24])[cH:25][cH:26][cH:27][cH:28]1>>[Cl:3][c:4]1[cH:5][c:6]2[c:7]([n:8][cH:9][n:10][c:11]2[NH:12][CH:13]2[CH2:14][CH2:15][N:16]([CH2:23][c:22]3[c:21]([F:20])[cH:28][cH:27][cH:26][cH:25]3)[CH2:17][CH2:18]2)[s:19]1. Product: Fc1ccccc1CN1CCC(Nc2ncnc3sc(Cl)cc23)CC1. Starting materials: Clc1cc2c(NC3CCNCC3)ncnc2s1, Cl, Cl, O=Cc1ccccc1F. The reactants are [H-].[Al+3].[Li+].[H-].[H-].[H-] (lithium aluminum hydride), C(C=1C(N)=CC=CC1)(=O)N (anthranilamide), ice water, C(C1=CC=CC=C1)N1CCC(CC1)=O (1-benzyl-4-piperidone), C1=CC=CC=C1 (benzene), resultant suspension. The reagents and catalysts are O.C1(=CC=C(C=C1)S(=O)(=O)O)C (p-toluene-sulfonic acid monohydrate). Solvent: O1CCOCC1 (dioxane). The product is C(C1=CC=CC=C1)N1CCC(CC1)NC1=C(C=CC=C1)CN (1-Benzyl-4-[N-(o-aminomethylphenyl)-amino]piperidine). Yield: 63.4%. Reaction SMILES: [C:1]([NH2:10])(=O)[C:2]1[C:3](=[CH:5][CH:6]=[CH:7][CH:8]=1)[NH2:4].[CH2:11]([N:18]1[CH2:23][CH2:22][C:21](=O)[CH2:20][CH2:19]1)[C:12]1[CH:17]=[CH:16][CH:15]=[CH:14][CH:13]=1.C1C=CC=CC=1.[H-].[Al+3].[Li+].[H-].[H-].[H-]>O.C1(C)C=CC(S(O)(=O)=O)=CC=1.O1CCOCC1>[CH2:11]([N:18]1[CH2:23][CH2:22][CH:21]([NH:4][C:3]2[CH:5]=[CH:6][CH:7]=[CH:8][C:2]=2[CH2:1][NH2:10])[CH2:20][CH2:19]1)[C:12]1[CH:17]=[CH:16][CH:15]=[CH:14][CH:13]=1 |f:3.4.5.6.7.8,9.10|. Reported procedure: In this reference example, the mixture of 13.6 g of anthranilamide, 18.9 g of 1-benzyl-4-piperidone, 1.0 g of p-toluene-sulfonic acid monohydrate and 200 ml of benzene is refluxed in a Dean Stark apparatus for 6 hours to distil off water. The resultant suspension of the Schiff-base is concentrated. The residue is mixed with 250 ml of dry dioxane to form a suspension. Separately, 100 ml of dry dioxane and 12.4 g of lithium aluminum hydride are mixed. The above Schiff-base suspension is added litt...